Dataset: the Open Reaction Database (ORD), a public repository of structured organic reaction records. Task: describe an organic reaction: reactants, conditions, products, and yield Starting materials: Cl (hydrochloric acid), C(C)(CC)C=CCN (N-sec-butylallylamine). Yield: 68.8%. Procedure: While cooling the reaction mixture, 52.1 g of 35% hydrochloric acid was added to 56.6 g (0.5 mole) of N-sec-butylallylamine to obtain 108.7 g of a 68.84% aqueous solution of N-sec-butylallylamine hydrochloride (hereinafter, abbreviated as s-BAA.HCl). After diluting 21.74 g (0.1 mole) of the latter solution with 13.98 g of water, 16.17 g of dimethyldiallylammonium chloride (hereinafter, abbreviated as DMDA AmCl) was dissolved thereinto to prepare an aqueous solution having a monomer concentration... Yields the product aqueous solution, Cl.C(C)(CC)C=CCN (N-sec-butylallylamine hydrochloride). As a reaction SMILES: [ClH:1].[CH:2]([CH:6]=[CH:7][CH2:8][NH2:9])([CH2:4][CH3:5])[CH3:3]>>[ClH:1].[CH:2]([CH:6]=[CH:7][CH2:8][NH2:9])([CH2:4][CH3:5])[CH3:3] |f:2.3|. Reactants: NC(CO)C1=CC=C(C=C1)OC(F)(F)F (2-amino-2-(4-(trifluoromethoxy)phenyl)ethanol), N(=C=S)C1=CC=C(C=C1)C1=NN(C=N1)C1=CC=C(C=C1)C(F)(F)F (3-(4-isothiocyanatophenyl)-1-(4-(trifluoromethyl)phenyl)-1H-1,2,4-triazole). The product is OCC(C1=CC=C(C=C1)OC(F)(F)F)NC(=S)NC1=CC=C(C=C1)C1=NN(C=N1)C1=CC=C(C=C1)C(F)(F)F (1-(2-Hydroxy-1-(4-(trifluoromethoxy)phenyl)ethyl)-3-(4-(1-(4-(trifluoromethyl)phenyl)-1H-1,2,4-triazol-3-yl)phenyl)thiourea), solid. Isolated yield 99.0%. Reaction SMILES: [NH2:1][CH:2]([C:5]1[CH:10]=[CH:9][C:8]([O:11][C:12]([F:15])([F:14])[F:13])=[CH:7][CH:6]=1)[CH2:3][OH:4].[N:16]([C:19]1[CH:24]=[CH:23][C:22]([C:25]2[N:29]=[CH:28][N:27]([C:30]3[CH:35]=[CH:34][C:33]([C:36]([F:39])([F:38])[F:37])=[CH:32][CH:31]=3)[N:26]=2)=[CH:21][CH:20]=1)=[C:17]=[S:18]>>[OH:4][CH2:3][CH:2]([NH:1][C:17]([NH:16][C:19]1[CH:24]=[CH:23][C:22]([C:25]2[N:29]=[CH:28][N:27]([C:30]3[CH:35]=[CH:34][C:33]([C:36]([F:39])([F:37])[F:38])=[CH:32][CH:31]=3)[N:26]=2)=[CH:21][CH:20]=1)=[S:18])[C:5]1[CH:6]=[CH:7][C:8]([O:11][C:12]([F:13])([F:14])[F:15])=[CH:9][CH:10]=1. Procedure details: The title compound was prepared with 2-amino-2-(4-(trifluoromethoxy)phenyl)ethanol and 3-(4-isothiocyanatophenyl)-1-(4-(trifluoromethyl)phenyl)-1H-1,2,4-triazole and isolated as a white solid (1.58 g, 99%): 1H NMR (300 MHz, CDCl3) δ 8.07 (s, 1H), 7.67 (d, J=8.5 Hz, 2H), 7.37-7.26 (m, 3H), 7.21 (d, J=8.6 Hz, 2H), 6.76 (dd, J=11.6, 8.6 Hz, 4H), 6.64-6.56 (m, 3H), 6.43 (d, J=7.9 Hz, 1H), 5.13 (s, 1H), 3.45 (dd, J=11.2, 4.0 Hz, 1H), 3.33 (dd, J=11.2, 4.5 Hz, 1H); ESIMS m/z 568 ([M+H]+). Reactants: C(C)(C)(C)[Si](OCC1C(CC(O1)N1C(N=C2C(=C1)C=C(O2)C2=CC=C(C=C2)CCCCC)=O)O)(C)C (3-(5-((tert-butyldimethyl silyloxy)methyl)-4-hydroxy-tetrahydrofuran-2-yl)-6-(4-pentylphenyl)furo[2,3-d]pyrimidin-2(3H)-one), ClCC(=O)Cl (chloroacetyl chloride). The reagents and catalysts are CN(C)C=1C=CN=CC1 (DMAP). As a reaction SMILES: [C:1]([Si:5]([CH3:36])([CH3:35])[O:6][CH2:7][CH:8]1[O:12][CH:11]([N:13]2[CH:18]=[C:17]3[CH:19]=[C:20]([C:22]4[CH:27]=[CH:26][C:25]([CH2:28][CH2:29][CH2:30][CH2:31][CH3:32])=[CH:24][CH:23]=4)[O:21][C:16]3=[N:15][C:14]2=[O:33])[CH2:10][CH:9]1[OH:34])([CH3:4])([CH3:3])[CH3:2].[Cl:37][CH2:38][C:39](Cl)=[O:40]>CN(C1C=CN=CC=1)C.C(Cl)Cl>[Cl:37][CH2:38][C:39]([O:34][C@H:9]1[CH2:10][C@H:11]([N:13]2[CH:18]=[C:17]3[CH:19]=[C:20]([C:22]4[CH:27]=[CH:26][C:25]([CH2:28][CH2:29][CH2:30][CH2:31][CH3:32])=[CH:24][CH:23]=4)[O:21][C:16]3=[N:15][C:14]2=[O:33])[O:12][C@@H:8]1[CH2:7][O:6][Si:5]([C:1]([CH3:3])([CH3:2])[CH3:4])([CH3:36])[CH3:35])=[O:40]. Run in C(Cl)Cl (DCM). Yields the product ClCC(=O)O[C@@H]1[C@H](O[C@H](C1)N1C(N=C2C(=C1)C=C(O2)C2=CC=C(C=C2)CCCCC)=O)CO[Si](C)(C)C(C)(C)C ((2R,3S,5R)-5-(2-Oxo-6-(4-pentylphenyl)furo[2,3-d]pyrimidin-3(2H)-yl)-2-(tert-butyldimethylsilyloxymethyl)-tetrahydrofuran-3-yl 2-chloroacetate). Procedure: To a 25 mL flask was added 102 mg (0.2 mmol) of 3-(5-((tert-butyldimethyl silyloxy)methyl)-4-hydroxy-tetrahydrofuran-2-yl)-6-(4-pentylphenyl)furo[2,3-d]pyrimidin-2(3H)-one, 48 mg (0.4 mmol) of DMAP, and 5 mL of DCM. 30 μl (0.4 mmol) of chloroacetyl chloride was added dropwise. The mixture was stirred at rt for 1 h. Reaction conditions: time 1 hour.